Dataset: the Open Reaction Database (ORD), a public repository of structured organic reaction records. Task: describe an organic reaction: reactants, conditions, products, and yield Starting materials: C1=CC=CC=2C3=CC=CC=C3C(C12)COC(=O)N[C@@H](CSCC(CC(=O)O)C(C=1C=NC=CC1)=O)C(=O)OC (3-({(2R)-2-[(fluoren-9-ylmethoxy)carbonylamino]-2-(methoxycarbonyl)ethylthio}methyl)-4-oxo-4-(3-pyridyl)butanoic acid), ClC(=O)OCC1=CC=CC=C1 (benzyl chloroformate). Product: COC(=O)[C@H](CSCC(CC(=O)O)C(C=1C=NC=CC1)=O)NC(=O)OCC1=CC=CC=C1 (3-({(2R)-2-(Methoxycarbonyl)-2-[(phenylmethoxy)carbonylamino]ethylthio}methyl)-4-oxo-4-(3-pyridyl)butanoic Acid). Isolated yield 12.0%. RXN SMILES: C1[C:13]2[CH:12]([CH2:14][O:15][C:16]([NH:18][C@H:19]([C:36]([O:38][CH3:39])=[O:37])[CH2:20][S:21][CH2:22][CH:23]([C:28](=[O:35])[C:29]3[CH:30]=[N:31][CH:32]=[CH:33][CH:34]=3)[CH2:24][C:25]([OH:27])=[O:26])=[O:17])[C:11]3[C:6](=[CH:7][CH:8]=CC=3)C=2C=CC=1.ClC(OCC1C=CC=CC=1)=O>>[CH3:39][O:38][C:36]([C@@H:19]([NH:18][C:16]([O:15][CH2:14][C:12]1[CH:11]=[CH:6][CH:7]=[CH:8][CH:13]=1)=[O:17])[CH2:20][S:21][CH2:22][CH:23]([C:28](=[O:35])[C:29]1[CH:30]=[N:31][CH:32]=[CH:33][CH:34]=1)[CH2:24][C:25]([OH:27])=[O:26])=[O:37]. Procedure details: The title compound was prepared from 3-({(2R)-2-[(fluoren-9-ylmethoxy)carbonylamino]-2-(methoxycarbonyl)ethylthio}methyl)-4-oxo-4-(3-pyridyl)butanoic acid and benzyl chloroformate as described in Example 16 at 12% yield; ESMS, (M+1)+460. The reactants are [Ca], Nc1c(-c2cccc(C(F)(F)F)c2)nsc1C(=O)O. The product is O=C(O)c1cc(-c2cccc(C(F)(F)F)c2)ns1. Reaction SMILES: [Ca:20].[F:1][C:2]([c:3]1[cH:4][c:5](-[c:9]2[n:10][s:11][c:12]([C:15](=[O:16])[OH:17])[c:13]2[NH2:14])[cH:6][cH:7][cH:8]1)([F:18])[F:19]>>[F:1][C:2]([c:3]1[cH:4][c:5](-[c:9]2[n:10][s:11][c:12]([C:15](=[O:16])[OH:17])[cH:13]2)[cH:6][cH:7][cH:8]1)([F:18])[F:19]. Yield: 90.0%. The reactants are C[Si](CCOCN1N=C(C2=C1C=1C=CSC1C2)C=2C=CC(=NC2)NC(C)=O)(C)C (N-{5-[4-(2-Trimethylsilanyl-ethoxymethyl)-4,7-dihydro-1-thia-4,5-diaza-cyclopenta[a]pentalen-6-yl]-pyridin-2-yl}-acetamide), Cl (HCl). Reaction conditions: temperature 100 celsius. Reported procedure: N-{5-[4-(2-Trimethylsilanyl-ethoxymethyl)-4,7-dihydro-1-thia-4,5-diaza-cyclopenta[a]pentalen-6-yl]-pyridin-2-yl}-acetamide (0.21 g, 0.5 mmol) was dissolved in MeOH and treated with concentrated HCl (0.16 mL, 5 mmol). The reaction mixture was heated at 100° C. for 4 hr. The solution was cooled to room temperature and the resultant precipitate was filtered, washed with MeOH and concentrated under reduced pressure to provide the corresponding 5-(4,7-Dihydro-1-thia-4,5-diaza-cyclopenta[a]pentalen-6-... Product: Cl.S1C=2CC3=C(C2C=C1)NN=C3C=3C=CC(=NC3)N (5-(4,7-Dihydro-1-thia-4,5-diaza-cyclopenta[a]pentalen-6-yl)-pyridin-2-ylamine hydrochloride). RXN SMILES: C[Si](C)(C)CCOC[N:7]1[C:11]2[C:12]3[CH:13]=[CH:14][S:15][C:16]=3[CH2:17][C:10]=2[C:9]([C:18]2[CH:19]=[CH:20][C:21]([NH:24]C(=O)C)=[N:22][CH:23]=2)=[N:8]1.[ClH:30]>CO>[ClH:30].[S:15]1[CH:14]=[CH:13][C:12]2[C:11]3[NH:7][N:8]=[C:9]([C:18]4[CH:19]=[CH:20][C:21]([NH2:24])=[N:22][CH:23]=4)[C:10]=3[CH2:17][C:16]1=2 |f:3.4|. Run in CO (MeOH). The reactants are O=C([O-])[O-], CCOC(=O)C(C)(Cc1ccc(O)cc1)Oc1ccccc1, C=CCBr, CCC(C)=O, [K+], [K+]. Yields the product C=CCOc1ccc(CC(C)(Oc2ccccc2)C(=O)OCC)cc1. As a reaction SMILES: [C:27](=[O:28])([O-:29])[O-:30].[CH2:1]([CH3:2])[O:3][C:4]([C:5]([CH2:6][c:7]1[cH:8][cH:9][c:10]([OH:13])[cH:11][cH:12]1)([O:14][c:15]1[cH:16][cH:17][cH:18][cH:19][cH:20]1)[CH3:21])=[O:22].[CH2:23]([CH:24]=[CH2:25])[Br:26].[CH2:33]([C:34]([CH3:35])=[O:36])[CH3:37].[K+:31].[K+:32]>>[CH2:1]([CH3:2])[O:3][C:4]([C:5]([CH2:6][c:7]1[cH:8][cH:9][c:10]([O:13][CH2:25][CH:24]=[CH2:23])[cH:11][cH:12]1)([O:14][c:15]1[cH:16][cH:17][cH:18][cH:19][cH:20]1)[CH3:21])=[O:22].